This data is from the Open Reaction Database (ORD), a public repository of structured organic reaction records. The task is: describe an organic reaction: reactants, conditions, products, and yield Starting materials: Cl.Cl.ClC=1C(=NC=CN1)CN (C-(3-Chloropyrazin-2-yl)methylamine bis-hydrochloride), C(C)(C)N(C(C)C)CC (N,N-diisopropylethylamine), CCN=C=NCCCN(C)C.Cl (N-(3-dimethylaminopropyl)-N-ethylcarbodiimide hydrochloride), ON1N=NC2=C1C=CC=C2 (1-hydroxybenzotriazole), C(C1=CC=CC=C1)OC(=O)N1CCC(CC1)C(=O)O (1-[(benzyloxy)carbonyl]-4-piperidine carboxylic acid). Solvent: C(Cl)Cl (DCM), C(Cl)Cl (DCM). Conditions: time 8 hour. Product: ClC=1C(=NC=CN1)CNC(=O)C1CCN(CC1)C(=O)OCC1=CC=CC=C1 (Benzyl 4-{[(3-chloropyrazin-2-yl)methyl]carbamoyl}piperidine-1-carboxylate). As a reaction SMILES: Cl.Cl.[Cl:3][C:4]1[C:5]([CH2:10][NH2:11])=[N:6][CH:7]=[CH:8][N:9]=1.C(N(CC)C(C)C)(C)C.CCN=C=NCCCN(C)C.Cl.ON1C2C=CC=CC=2N=N1.[CH2:43]([O:50][C:51]([N:53]1[CH2:58][CH2:57][CH:56]([C:59](O)=[O:60])[CH2:55][CH2:54]1)=[O:52])[C:44]1[CH:49]=[CH:48][CH:47]=[CH:46][CH:45]=1>C(Cl)Cl>[Cl:3][C:4]1[C:5]([CH2:10][NH:11][C:59]([CH:56]2[CH2:57][CH2:58][N:53]([C:51]([O:50][CH2:43][C:44]3[CH:45]=[CH:46][CH:47]=[CH:48][CH:49]=3)=[O:52])[CH2:54][CH2:55]2)=[O:60])=[N:6][CH:7]=[CH:8][N:9]=1 |f:0.1.2,4.5|. Procedure: A solution of C-(3-Chloropyrazin-2-yl)methylamine bis-hydrochloride (2.00 g, 0.0107 mol) and N,N-diisopropylethylamine (2.2 g, 0.017 mol) in DCM (27.0 mL) was treated with and N-(3-dimethylaminopropyl)-N-ethylcarbodiimide hydrochloride (3.2 g, 0.017 mol), 1-hydroxybenzotriazole (1.5 g, 0.011 mol) and 1-[(benzyloxy)carbonyl]-4-piperidine carboxylic acid (3.8 g, 0.014 mol). The mixture was stirred at rt overnight then diluted with DCM (30 mL), washed with sat. NaHCO3(20 mL) and brine (20 mL), then... Starting materials: C(C)(=O)O (acetic acid), NC1=CC=CC=C1 (aniline), O=C1C(=NN(C=C1)C1=CC(=CC=C1)C(F)(F)F)C(=O)NN (4-oxo-1-[3-(trifluoromethyl)phenyl]-1,4-dihydropyridazine-3-carbohydrazide), COC(C)(N(C)C)OC (N,N-dimethylacetamide dimethylacetal). Run in C(C)#N (acetonitrile), C(C)#N (acetonitrile). Reaction conditions: temperature 125 celsius. The product is CC=1N(C(=NN1)C1=NN(C=CC1=O)C1=CC(=CC=C1)C(F)(F)F)C1=CC=CC=C1 (3-(5-methyl-4-phenyl-4H-1,2,4-triazol-3-yl)-1-[3-(trifluoromethyl)phenyl]pyridazin-4(1H)-one). Isolated yield 48.0%. As a reaction SMILES: [O:1]=[C:2]1[CH:7]=[CH:6][N:5]([C:8]2[CH:13]=[CH:12][CH:11]=[C:10]([C:14]([F:17])([F:16])[F:15])[CH:9]=2)[N:4]=[C:3]1[C:18]([NH:20][NH2:21])=O.CO[C:24](OC)(N(C)C)[CH3:25].C(O)(=O)C.[NH2:35][C:36]1[CH:41]=[CH:40][CH:39]=[CH:38][CH:37]=1>C(#N)C>[CH3:24][C:25]1[N:35]([C:36]2[CH:41]=[CH:40][CH:39]=[CH:38][CH:37]=2)[C:18]([C:3]2[C:2](=[O:1])[CH:7]=[CH:6][N:5]([C:8]3[CH:13]=[CH:12][CH:11]=[C:10]([C:14]([F:17])([F:16])[F:15])[CH:9]=3)[N:4]=2)=[N:20][N:21]=1. Reported procedure: A solution of 4-oxo-1-[3-(trifluoromethyl)phenyl]-1,4-dihydropyridazine-3-carbohydrazide (0.207 g, 0.69 mmol) and N,N-dimethylacetamide dimethylacetal (0.1 mL, 0.68 mmol) in acetonitrile (2 mL) was heated at 60° C. for 2.5 h. After that time, acetic acid (2 mL) and aniline (0.06 mL, 0.66 mmol) were added and the temperature was increased to 125° C. for an additional 2 hours. During this time, the acetonitrile was allowed to distill-off. The reaction was then concentrated to a dark residue and th... Reactants: NC1=CC=C(C=CC(=O)OCC)C=C1 (ethyl 4-aminocinnamate), C[Si](CCCCCCCCCCCCCCBr)(C)C (14-(trimethylsilyl)tetradecyl bromide), C([O-])([O-])=O.[K+].[K+] (potassium carbonate). The solvent is O (water), CN(P(=O)(N(C)C)N(C)C)C (hexamethylphosphoramide). Yields the product C[Si](CCCCCCCCCCCCCCNC1=CC=C(C=CC(=O)OCC)C=C1)(C)C (ethyl 4-[14-(trimethylsilyl)tetradecylamino]cinnamate). RXN SMILES: [NH2:1][C:2]1[CH:14]=[CH:13][C:5]([CH:6]=[CH:7][C:8]([O:10][CH2:11][CH3:12])=[O:9])=[CH:4][CH:3]=1.[CH3:15][Si:16]([CH3:33])([CH3:32])[CH2:17][CH2:18][CH2:19][CH2:20][CH2:21][CH2:22][CH2:23][CH2:24][CH2:25][CH2:26][CH2:27][CH2:28][CH2:29][CH2:30]Br.C(=O)([O-])[O-].[K+].[K+]>CN(C)P(N(C)C)(N(C)C)=O.O>[CH3:15][Si:16]([CH3:32])([CH3:33])[CH2:17][CH2:18][CH2:19][CH2:20][CH2:21][CH2:22][CH2:23][CH2:24][CH2:25][CH2:26][CH2:27][CH2:28][CH2:29][CH2:30][NH:1][C:2]1[CH:3]=[CH:4][C:5]([CH:6]=[CH:7][C:8]([O:10][CH2:11][CH3:12])=[O:9])=[CH:13][CH:14]=1 |f:2.3.4|. Procedure details: A mixture of 5.0 g. ethyl 4-aminocinnamate, 9.14 g. of 14-(trimethylsilyl)tetradecyl bromide and 3.6 g. of powdered anhydrous potassium carbonate in hexamethylphosphoramide is heated for 20 hours at 60° C. The mixture is then cooled, diluted with water and extracted with ether. The combined ether extracts are dried, filtered and evaporated to provide ethyl 4-[14-(trimethylsilyl)tetradecylamino]cinnamate. The ester is hydrolyzed with.sodium hydroxide in a 1:9 water:ethanol solution at steam bath ... Starting materials: BrC1=CC=C(C=2C(C3=CC=CC(=C3C(C12)=O)Cl)=O)NC(C)=O (4-bromo-5-chloro-1-acetylaminoanthraquinone), [OH-].[K+] (potassium hydroxide), CI (methyl iodide). The reagents and catalysts are [Br-].C(CCC)[N+](CCCC)(CCCC)CCCC (tetra-n-butyl ammonium bromide). Solvent: ClC1=CC=CC=C1 (monochlorobenzene). Conditions: temperature 40 celsius, time 3 hour. Product: BrC1=CC=C(C=2C(C3=CC=CC(=C3C(C12)=O)Cl)=O)N(C(C)=O)C (4-bromo-5-chloro-N-acetyl-1-methylaminoanthraquinone). Yield: 98.2%. RXN SMILES: [Br:1][C:2]1[C:15]2[C:14](=[O:16])[C:13]3[C:8](=[CH:9][CH:10]=[CH:11][C:12]=3[Cl:17])[C:7](=[O:18])[C:6]=2[C:5]([NH:19][C:20](=[O:22])[CH3:21])=[CH:4][CH:3]=1.[OH-].[K+].[CH3:25]I>[Br-].C([N+](CCCC)(CCCC)CCCC)CCC.ClC1C=CC=CC=1>[Br:1][C:2]1[C:15]2[C:14](=[O:16])[C:13]3[C:8](=[CH:9][CH:10]=[CH:11][C:12]=3[Cl:17])[C:7](=[O:18])[C:6]=2[C:5]([N:19]([CH3:25])[C:20](=[O:22])[CH3:21])=[CH:4][CH:3]=1 |f:1.2,4.5|. Reported procedure: To a mixture of 4-bromo-5-chloro-1-acetylaminoanthraquinone (purity 98%, 38.6 g), monochlorobenzene (460 g), tetra-n-butyl ammonium bromide (0.3 g) and 96% potassium hydroxide (12.0 g) was added methyl iodide (28.4 g) at 30° C. over 2 hours. A mixture was stirred at 30° C. for 30 minutes and 40° C. for 3 hours, successively. Then, the same after-treatment as in Example 3 was carried out to obtain 4-bromo-5-chloro-N-acetyl-1-methylaminoanthraquinone (39.3 g, purity 93.7%, yield 93.8%). Reactants: CC(C)(C)[O-], COC(=O)c1ccc(NS(=O)(=O)CCCCCCl)c(C)c1, [K+], CN(C)C=O. Product: COC(=O)c1ccc(N2CCCCCS2(=O)=O)c(C)c1. RXN SMILES: [CH3:22][C:23]([CH3:24])([O-:25])[CH3:26].[Cl:1][CH2:2][CH2:3][CH2:4][CH2:5][CH2:6][S:7](=[O:8])(=[O:9])[NH:10][c:11]1[c:12]([CH3:21])[cH:13][c:14]([C:15](=[O:16])[O:17][CH3:18])[cH:19][cH:20]1.[K+:27].[O:28]=[CH:29][N:30]([CH3:31])[CH3:32]>>[CH2:2]1[CH2:3][CH2:4][CH2:5][CH2:6][S:7](=[O:8])(=[O:9])[N:10]1[c:11]1[c:12]([CH3:21])[cH:13][c:14]([C:15](=[O:16])[O:17][CH3:18])[cH:19][cH:20]1. Starting materials: CCOC(=O)C(CCn1cccc1C(=O)c1ccccc1)C(=O)OCC, CC(=O)[O-], CC(=O)[O-], CC(=O)[O-], CC(=O)[O-], CC(=O)O, CCOCC, [Mn+3], [Na+], O, O. Product: CCOC(=O)C1(C(=O)OCC)CCn2c(C(=O)c3ccccc3)ccc21. Reaction SMILES: [C:1]([c:2]1[cH:3][cH:4][cH:5][cH:6][cH:7]1)(=[O:8])[c:9]1[n:10]([CH2:14][CH2:15][CH:16]([C:17](=[O:18])[O:19][CH2:20][CH3:21])[C:22](=[O:23])[O:24][CH2:25][CH3:26])[cH:11][cH:12][cH:13]1.[C:43]([O-:44])(=[O:45])[CH3:46].[C:48]([O-:49])(=[O:50])[CH3:51].[C:52]([O-:53])(=[O:54])[CH3:55].[CH3:28][C:29](=[O:30])[O-:31].[CH3:32][C:33](=[O:34])[OH:35].[CH3:36][CH2:37][O:38][CH2:39][CH3:40].[Mn+3:47].[Na+:27].[OH2:41].[OH2:42]>>[C:1]([c:2]1[cH:3][cH:4][cH:5][cH:6][cH:7]1)(=[O:8])[c:9]1[n:10]2[c:11]([cH:12][cH:13]1)[C:16]([C:17](=[O:18])[O:19][CH2:20][CH3:21])([C:22](=[O:23])[O:24][CH2:25][CH3:26])[CH2:15][CH2:14]2. The solvent is ClCCl (dichloromethane). The yield is 40.0%. The reactants are C(CCCCCCC)(=O)O (octanoic acid), peptide, O1C(OCC1)C1=CC=C(CN)C=C1 (4-(1,3-dioxacyclopent-2-yl)benzylamine), C1CCC(CC1)N=C=NC2CCCCC2 (DCC), C=1C=CC2=C(C1)N=NN2O (HOBt). Procedure: The 4-(1,3-dioxacyclopent-2-yl)benzylamine is condensed with octanoic acid in dichloromethane in the presence of a peptide coupling system consisting of DCC and HOBt according to a method already described (Ouari O.; Polidori A.; Pucci B.; Tordo P.: Chalier F. J. Org. Chem. 1999, 64, 3554-3556) and then the dioxolane protecting group is removed by treatment in a 1:1, v/v, acetic acid/water mixture. Compound 3 is subsequently purified by silica gel chromatography (eluent: cyclohexane/EtOAc, 6:4, ... Yields the product C(#N)C1=CC=C(C=O)C=C1 (4-cyanobenzaldehyde). Reaction SMILES: [O:1]1CCO[CH:2]1[C:6]1[CH:13]=[CH:12][C:9]([CH2:10][NH2:11])=[CH:8][CH:7]=1.C(O)(=O)CCCCCCC.C1CCC(N=C=NC2CCCCC2)CC1.C1C=CC2N(O)N=NC=2C=1>ClCCl>[C:10]([C:9]1[CH:12]=[CH:13][C:6]([CH:2]=[O:1])=[CH:7][CH:8]=1)#[N:11]. Reactants: O=CO, CC(C)(C)OC(=O)COCc1cccc([N+](=O)[O-])c1. The product is O=C(O)COCc1cccc([N+](=O)[O-])c1. As a reaction SMILES: [CH:20]([OH:21])=[O:22].[N+:1](=[O:2])([O-:3])[c:4]1[cH:5][c:6]([CH2:7][O:8][CH2:9][C:10](=[O:11])[O:12][C:13]([CH3:14])([CH3:15])[CH3:16])[cH:17][cH:18][cH:19]1>>[N+:1](=[O:2])([O-:3])[c:4]1[cH:5][c:6]([CH2:7][O:8][CH2:9][C:10](=[O:11])[OH:12])[cH:17][cH:18][cH:19]1. The reactants are FC(C=1C=C(C=C(C1)C(F)(F)F)[C@@H]1[C@@H](N(C(O1)=O)CC1=C(C=CC(=C1)Br)C1=C(C=C(C(=C1)C(C)C)F)OC)C)(F)F ((4S,5R)-5-[3,5-bis(trifluoromethyl)phenyl]-3-[(4-bromo-4′-fluoro-5′-isopropyl-2′-methoxybiphenyl-2-yl)methyl]-4-methyl-1,3-oxazolidin-2-one), ClC1=C(C=C(C=C1)C(C)C)B(O)O ((2-chloro-5-isopropylphenyl)boronic acid), [OH-].[K+] (potassium hydroxide). The reagents and catalysts are C1=CC=C(C=C1)P([C-]2C=CC=C2)C3=CC=CC=C3.C1=CC=C(C=C1)P([C-]2C=CC=C2)C3=CC=CC=C3.Cl[Pd]Cl.[Fe+2] ([1,1′-bis(diphenylphosphino)ferrocene]dichloropalladium). The solvent is O1CCOCC1 (1,4-dioxane). Yields the product FC(C=1C=C(C=C(C1)C(F)(F)F)[C@@H]1[C@@H](N(C(O1)=O)CC1=C(C=CC(=C1)C(=C)C)C1=C(C=C(C(=C1)C(C)C)F)OC)C)(F)F ((4S,5R)-5-[3,5-bis(trifluoromethyl)phenyl]-3-[(4′-fluoro-4-isopropenyl-5′-isopropyl-2′-methoxybiphenyl-2-yl)methyl]-4-methyl-1,3-oxazolidin-2-one). Reaction SMILES: [F:1][C:2]([F:41])([F:40])[C:3]1[CH:4]=[C:5]([C@H:13]2[O:17][C:16](=[O:18])[N:15]([CH2:19][C:20]3[CH:25]=[C:24](Br)[CH:23]=[CH:22][C:21]=3[C:27]3[CH:32]=[C:31]([CH:33]([CH3:35])[CH3:34])[C:30]([F:36])=[CH:29][C:28]=3[O:37][CH3:38])[C@H:14]2[CH3:39])[CH:6]=[C:7]([C:9]([F:12])([F:11])[F:10])[CH:8]=1.Cl[C:43]1[CH:48]=CC(C(C)C)=C[C:44]=1B(O)O.[OH-].[K+]>O1CCOCC1.C1C=CC(P(C2C=CC=CC=2)[C-]2C=CC=C2)=CC=1.C1C=CC(P(C2C=CC=CC=2)[C-]2C=CC=C2)=CC=1.Cl[Pd]Cl.[Fe+2]>[F:1][C:2]([F:41])([F:40])[C:3]1[CH:4]=[C:5]([C@H:13]2[O:17][C:16](=[O:18])[N:15]([CH2:19][C:20]3[CH:25]=[C:24]([C:43]([CH3:48])=[CH2:44])[CH:23]=[CH:22][C:21]=3[C:27]3[CH:32]=[C:31]([CH:33]([CH3:35])[CH3:34])[C:30]([F:36])=[CH:29][C:28]=3[O:37][CH3:38])[C@H:14]2[CH3:39])[CH:6]=[C:7]([C:9]([F:12])([F:11])[F:10])[CH:8]=1 |f:2.3,5.6.7.8|. Reported procedure: To a solution of (4S,5R)-5-[3,5-bis(trifluoromethyl)phenyl]-3-[(4-bromo-4′-fluoro-5′-isopropyl-2′-methoxybiphenyl-2-yl)methyl]-4-methyl-1,3-oxazolidin-2-one (38 mg, 0.059 mmol) in 1,4-dioxane (0.5 mL) was added (2-chloro-5-isopropylphenyl)boronic acid (10 mg, 0.12 mmol), [1,1′-bis(diphenylphosphino)ferrocene]dichloropalladium (II) (2.4 mg, 5 mol %) and aqueous potassium hydroxide (40 μL, 3M, 2 eq.). The reaction mixture was purged with nitrogen and then sealed in a microwave vessel. The reaction... Starting materials: N(=O)OC(C)(C)C (tert-Butyl nitrite), NC=1C(=C2C3=C(COCC3=CC=C2)C1)C#N (5-amino-6-cyano-1H,3H benzo[de]isochromene), C(Cl)Cl (methylene chloride). Reagents/catalysts: [Cu](Cl)Cl (copper (II) chloride). Run in C(C)#N (acetonitrile), C(C)#N (acetonitrile). Reaction conditions: temperature 65 celsius, time 30 minute. Product: ClC=1C(=C2C3=C(COCC3=CC=C2)C1)C#N (5-Chloro-6-cyano-1H,3H benzo[de]isochromene), material. The yield is 87.0%. Reaction SMILES: N(OC(C)(C)C)=O.N[C:9]1[C:10]([C:22]#[N:23])=[C:11]2[CH:20]=[CH:19][CH:18]=[C:17]3[C:12]2=[C:13]([CH:21]=1)[CH2:14][O:15][CH2:16]3.C(Cl)[Cl:25]>C(#N)C.[Cu](Cl)Cl>[Cl:25][C:9]1[C:10]([C:22]#[N:23])=[C:11]2[CH:20]=[CH:19][CH:18]=[C:17]3[C:12]2=[C:13]([CH:21]=1)[CH2:14][O:15][CH2:16]3. Procedure: tert-Butyl nitrite (27.5 ml, 208 mmol) was added to a suspension of copper (II) chloride (22.5 g, 167 mmol) in anhydrous acetonitrile (500 mL) at room temperature under nitrogen atmosphere. The resulting dark green suspension was heated to the internal temperature of 65° C., and a solution of 5-amino-6-cyano-1H,3H benzo[de]isochromene (29.2 g, 139 mmol) in anhydrous acetonitrile (1000 mL) was added thereto. The reaction solution was stirred at 65° C. for 30 minutes, and then allowed to return to...